This data is from the Open Reaction Database (ORD), a public repository of structured organic reaction records. The task is: describe an organic reaction: reactants, conditions, products, and yield Reactants: O1CCOCC1 (dioxane), Cl (HCl), C(C)OC(CC1=CC(=CC=C1)C#N)=O ((3-cyano-phenyl)-acetic acid ethyl ester). The reagents and catalysts are [Pd] (Pd/C). Solvent: CCO (EtOH), CCO (EtOH), CCO (EtOH). Run at time 20 hour. The product is C(C)OC(CC1=CC(=CC=C1)CN)=O ((3-aminomethyl-phenyl)-acetic acid ethyl ester), hydrochloride salt. RXN SMILES: [CH2:1]([O:3][C:4](=[O:14])[CH2:5][C:6]1[CH:11]=[CH:10][CH:9]=[C:8]([C:12]#[N:13])[CH:7]=1)[CH3:2].Cl.O1CCOCC1>CCO.[Pd]>[CH2:1]([O:3][C:4](=[O:14])[CH2:5][C:6]1[CH:11]=[CH:10][CH:9]=[C:8]([CH2:12][NH2:13])[CH:7]=1)[CH3:2]. Reported procedure: A solution of (3-cyano-phenyl)-acetic acid ethyl ester (6.3 g, 33.29 mmol) in EtOH (50 mL) was added to a mixture of 10% Pd/C (1.26 g) in EtOH (50 mL) under Nitrogen. Additional EtOH (150 mL) was added followed by a solution of HCl in dioxane (4M, 11.4 mL, 45.6 mmol). The mixture was hydrogenated on a Parr shaker at 45 psi for 20 h and the catalyst was removed by filtration through celite. The solution was concentrated to afford (3-aminomethyl-phenyl)-acetic acid ethyl ester as the hydrochloride... Starting materials: Cl (hydrochloric acid), BrC1=CC(=C(N)C=C1)C(C)(C)C (4-bromo-2-tert-butylaniline), Cl.ClCCNCCCl (bis(2-chloroethyl)amine hydrochloride), [OH-].[Na+] (sodium hydroxide). Run in C(C)(=O)OCC (ethyl acetate), CCOCC (ether), COCCOCCOC (diethylene glycol dimethyl ether). Reaction conditions: temperature 170 celsius, time 3 day. Product: Cl.Cl.BrC1=CC(=C(C=C1)N1CCNCC1)C(C)(C)C (1-(4-bromo-2-tert-butylphenyl)piperazine dihydrochloride). Isolated yield 39.8%. Reaction SMILES: [Br:1][C:2]1[CH:8]=[CH:7][C:5]([NH2:6])=[C:4]([C:9]([CH3:12])([CH3:11])[CH3:10])[CH:3]=1.[ClH:13].[Cl:14][CH2:15][CH2:16][NH:17][CH2:18][CH2:19]Cl.[OH-].[Na+].Cl>COCCOCCOC.C(OCC)(=O)C.CCOCC>[ClH:14].[ClH:13].[Br:1][C:2]1[CH:8]=[CH:7][C:5]([N:6]2[CH2:19][CH2:18][NH:17][CH2:16][CH2:15]2)=[C:4]([C:9]([CH3:12])([CH3:11])[CH3:10])[CH:3]=1 |f:1.2,3.4,9.10.11|. Procedure: A suspension of 4-bromo-2-tert-butylaniline (Reference Example 8, 25.0 g, 110 mmol) and bis(2-chloroethyl)amine hydrochloride (21.5 g, 120 mmol) in diethylene glycol dimethyl ether (157 mL) was stirred for 3 days at 170° C. It was cooled to room temperature, added 1 M sodium hydroxide solution (50 mL), and extracted with ethyl acetate. The extract was washed with brine, dried over anhydrous magnesium sulfate, and concentrated under reduced pressure to give crude product. It was diluted with ethy... Starting materials: CC=1SC=CC1 (2-methylthiophene), ClS(=O)(=O)O (chlorosulfonic acid), [OH-].[NH4+] (ammonium hydroxide). RXN SMILES: [CH3:1][C:2]1[S:3][CH:4]=[CH:5][CH:6]=1.Cl[S:8]([OH:11])(=O)=[O:9].[OH-].[NH4+:13]>>[CH3:1][C:2]1[S:3][C:4]([S:8]([NH2:13])(=[O:11])=[O:9])=[CH:5][CH:6]=1 |f:2.3|. The product is CC1=CC=C(S1)S(=O)(=O)N (5-methyl-2-thiophenesulfonamide). Procedure details: The procedure of Example 3 was followed using 2-methylthiophene (8.0 g, 81.6 mmole), chlorosulfonic acid (28.4 g, 245 mmole) and 200 ml concentrated ammonium hydroxide to produce 5-methyl-2-thiophenesulfonamide which was contacted with 3,4-dichlorophenyl isocyanate (2.61 g, 13.8 mmole) and 1N NaOH (14.5 ml) in 10 ml acetone to provide 3.5 g of the named product as a solid. The reactants are O=C([O-])[O-], CN(C)C=O, COc1cc(Nc2c(C#N)cnc3cc(C#Cc4cn[nH]c4)sc23)c(Cl)cc1Cl, ClCCN1CCOCC1, Cl, [Cs+], [Cs+], O. The product is COc1cc(Nc2c(C#N)cnc3cc(C#Cc4cnn(CCN5CCOCC5)c4)sc23)c(Cl)cc1Cl. As a reaction SMILES: [C:40](=[O:41])([O-:42])[O-:43].[CH3:47][N:48]([CH3:49])[CH:50]=[O:51].[Cl:1][c:2]1[c:3]([NH:11][c:12]2[c:13]3[c:14]([n:15][cH:16][c:17]2[C:18]#[N:19])[cH:20][c:21]([C:23]#[C:24][c:25]2[cH:26][n:27][nH:28][cH:29]2)[s:22]3)[cH:4][c:5]([O:9][CH3:10])[c:6]([Cl:8])[cH:7]1.[Cl:31][CH2:32][CH2:33][N:34]1[CH2:35][CH2:36][O:37][CH2:38][CH2:39]1.[ClH:30].[Cs+:44].[Cs+:45].[OH2:46]>>[Cl:1][c:2]1[c:3]([NH:11][c:12]2[c:13]3[c:14]([n:15][cH:16][c:17]2[C:18]#[N:19])[cH:20][c:21]([C:23]#[C:24][c:25]2[cH:26][n:27]([CH2:32][CH2:33][N:34]4[CH2:35][CH2:36][O:37][CH2:38][CH2:39]4)[n:28][cH:29]2)[s:22]3)[cH:4][c:5]([O:9][CH3:10])[c:6]([Cl:8])[cH:7]1. Starting materials: BrC1=CC=C(C=C1)C1=NN=C(C(N1)=O)C(CC)NC(=O)C1CCCC1 (N-{1-[3-(4-bromophenyl)-5-oxo-4,5-dihydro-1,2,4-triazin-6-yl]propyl}cyclopentanecarboxamide), P(=O)(Cl)(Cl)Cl (phosphoric trichloride). Yields the product BrC1=CC=C(C=C1)C1=NN2C(C(N1)=O)=C(N=C2C2CCCC2)CC (2-(4-Bromophenyl)-7-cyclopentyl-5-ethylimidazo[5,1-f][1,2,4]triazin-4(3H)-one). As a reaction SMILES: [Br:1][C:2]1[CH:7]=[CH:6][C:5]([C:8]2[NH:13][C:12](=[O:14])[C:11]([CH:15]([NH:18][C:19]([CH:21]3[CH2:25][CH2:24][CH2:23][CH2:22]3)=O)[CH2:16][CH3:17])=[N:10][N:9]=2)=[CH:4][CH:3]=1.P(Cl)(Cl)(Cl)=O>>[Br:1][C:2]1[CH:7]=[CH:6][C:5]([C:8]2[NH:13][C:12](=[O:14])[C:11]3=[C:15]([CH2:16][CH3:17])[N:18]=[C:19]([CH:21]4[CH2:25][CH2:24][CH2:23][CH2:22]4)[N:10]3[N:9]=2)=[CH:4][CH:3]=1. Procedure: In analogy to the procedure for Example 1, 2.34 g (5.77 mmol) N-{1-[3-(4-bromophenyl)-5-oxo-4,5-dihydro-1,2,4-triazin-6-yl]propyl}cyclopentanecarboxamide, 4.43 g (28.9 mmol) phosphoric trichloride are stirred at reflux for 3 hours, proportionate amounts of the solvents are used. The reactants are COC1=C(C=C(C=C1)C)S(=O)(=O)C=1C=C(C2=C(C=CO2)C1)CO ({5-[(2-Methoxy-5-methylphenyl)sulfonyl]-1-benzofuran-7-yl}methanol), C1(=CC=CC=C1)S(=O)(=O)C=1C=C(C2=C(C=CO2)C1)C(=O)OC (Methyl 5-(phenylsulfonyl)-1-benzofuran-7-carboxylate), crude material. Product: C1(=CC=CC=C1)S(=O)(=O)C=1C=C(C2=C(C=CO2)C1)CO ([5-(Phenylsulfonyl)-1-benzofuran-7-yl]methanol). RXN SMILES: CO[C:3]1[CH:8]=[CH:7][C:6](C)=[CH:5][C:4]=1[S:10]([C:13]1[CH:14]=[C:15]([CH2:22][OH:23])[C:16]2[O:20][CH:19]=[CH:18][C:17]=2[CH:21]=1)(=[O:12])=[O:11].C1(S(C2C=C(C(OC)=O)C3OC=CC=3C=2)(=O)=O)C=CC=CC=1>>[C:4]1([S:10]([C:13]2[CH:14]=[C:15]([CH2:22][OH:23])[C:16]3[O:20][CH:19]=[CH:18][C:17]=3[CH:21]=2)(=[O:12])=[O:11])[CH:3]=[CH:8][CH:7]=[CH:6][CH:5]=1. Procedure details: The title compound was prepared according to the procedure of Intermediate 68 starting from methyl 5-(phenylsulfonyl)-1-benzofuran-7-carboxylate (80 mg, 0.25 mmol; obtained in Step 2). The crude material was used directly in the subsequent reaction. MS (ESI+) for C15H12O4S m/z 289 (M+H)+. Starting materials: COC1=CC=C(C=C1)SC1=NC(=NC=C1)NC1=CC=C(C=C1)N (N1-(4-(4-methoxyphenylthio)pyrimidin-2-yl)benzene-1,4-diamine), C(C=C)(=O)O (acrylic acid). Yields the product COC1=CC=C(C=C1)SC1=NC(=NC=C1)NC1=CC=C(C=C1)NC(C=C)=O (N-(4-(4-(4-methoxyphenylthio)pyrimidin-2-ylamino)phenyl)acrylamide). Isolated yield 55.1%. As a reaction SMILES: [CH3:1][O:2][C:3]1[CH:8]=[CH:7][C:6]([S:9][C:10]2[CH:15]=[CH:14][N:13]=[C:12]([NH:16][C:17]3[CH:22]=[CH:21][C:20]([NH2:23])=[CH:19][CH:18]=3)[N:11]=2)=[CH:5][CH:4]=1.[C:24](O)(=[O:27])[CH:25]=[CH2:26]>>[CH3:1][O:2][C:3]1[CH:4]=[CH:5][C:6]([S:9][C:10]2[CH:15]=[CH:14][N:13]=[C:12]([NH:16][C:17]3[CH:22]=[CH:21][C:20]([NH:23][C:24](=[O:27])[CH:25]=[CH2:26])=[CH:19][CH:18]=3)[N:11]=2)=[CH:7][CH:8]=1. Procedure: In a procedure analogous to Example 15, reaction of N1-(4-(4-methoxyphenylthio)pyrimidin-2-yl)benzene-1,4-diamine (80 mg, 0.23 mmol) and acrylic acid (24 μL, 0.46 mmol) furnished the product (48 mg, 55%).